From a dataset of the Open Reaction Database (ORD), a public repository of structured organic reaction records. describe an organic reaction: reactants, conditions, products, and yield The reactants are S=C(n1ccnc1)n1ccnc1, O=c1c2c([nH]c3ccccc13)C(c1ccc3c(c1)OCO3)NC2, CN(C)C=O, O. Yields the product O=c1c2c([nH]c3ccccc13)C(c1ccc3c(c1)OCO3)N(C(=S)n1ccnc1)C2. As a reaction SMILES: [C:1](=[S:2])([n:3]1[cH:4][n:5][cH:6][cH:7]1)[n:8]1[cH:9][cH:10][n:11][cH:12]1.[CH2:13]1[O:14][c:15]2[cH:16][c:17]([CH:22]3[NH:23][CH2:24][c:25]4[c:26]3[nH:27][c:28]3[cH:29][cH:30][cH:31][cH:32][c:33]3[c:34]4=[O:35])[cH:18][cH:19][c:20]2[O:21]1.[O:36]=[CH:37][N:38]([CH3:39])[CH3:40].[OH2:41]>>[C:1](=[S:2])([n:3]1[cH:4][n:5][cH:6][cH:7]1)[N:23]1[CH:22]([c:17]2[cH:16][c:15]3[c:20]([cH:19][cH:18]2)[O:21][CH2:13][O:14]3)[c:26]2[c:25]([c:34](=[O:35])[c:33]3[c:28]([nH:27]2)[cH:29][cH:30][cH:31][cH:32]3)[CH2:24]1. Reactants: C1(CC1)CN1CCC(CC1)CC1CCN(CC1)C(=O)OC(C)(C)C (1,1-Dimethylethyl 4-{[1-(cyclopropylmethyl)-4-piperidinyl]methyl}-1-piperidinecarboxylate). Run in Cl.O1CCOCC1 (HCl Dioxane). Yields the product C1(CC1)CN1CCC(CC1)CC1CCNCC1 (1-(Cyclopropylmethyl)-4-(4-piperidinylmethyl)piperidine). The yield is 71.2%. RXN SMILES: [CH:1]1([CH2:4][N:5]2[CH2:10][CH2:9][CH:8]([CH2:11][CH:12]3[CH2:17][CH2:16][N:15](C(OC(C)(C)C)=O)[CH2:14][CH2:13]3)[CH2:7][CH2:6]2)[CH2:3][CH2:2]1>Cl.O1CCOCC1>[CH:1]1([CH2:4][N:5]2[CH2:10][CH2:9][CH:8]([CH2:11][CH:12]3[CH2:13][CH2:14][NH:15][CH2:16][CH2:17]3)[CH2:7][CH2:6]2)[CH2:2][CH2:3]1 |f:1.2|. Procedure details: 1,1-Dimethylethyl 4-{[1-(cyclopropylmethyl)-4-piperidinyl]methyl}-1-piperidinecarboxylate (may be prepared as described in Description 9) (2.0 g) was stirred in a solution of HCl-Dioxane (700 ml, 4M) for 2 h. The solvent was evaporated and the resultant yellow solid was dissolved in saturated potassium carbonate (25 ml). The solution was extracted into dichloromethane (3×50 ml) and the combined organics dried (MgSO4) and evaporated to give the title compound (D10) (1.0 g). Starting materials: NC1(C2CC3CC(CC1C3)C2)C(=O)O (2-amino-2-adamantanecarboxylic acid), C1=NC=CC2=C(C=CC=C12)N1N=C(C=C1C1=C(C=CC=C1OC)OC)C(=O)Cl (1-(5-isoquinolyl)-5-(2,6-dimethoxyphenyl)-3-pyrazolecarbonyl chloride). The solvent is N1=CC=CC=C1 (pyridine), ClCCl (dichloromethane). Conditions: time 8 hour. Product: C1=NC=CC2=C(C=CC=C12)N1N=C(C=C1C1=C(C=CC=C1OC)OC)C(=O)NC1(C2CC3CC(CC1C3)C2)C(=O)O (2-{[1-(5-Isoquinolyl)-5-(2,6-dimethoxyphenyl)-3-pyrazolyl]carbonylamino}-2-adamantanecarboxylic acid). Reaction SMILES: [NH2:1][C:2]1([C:12]([OH:14])=[O:13])[CH:9]2[CH2:10][CH:5]3[CH2:6][CH:7]([CH2:11][CH:3]1[CH2:4]3)[CH2:8]2.[CH:15]1[C:24]2[C:19](=[C:20]([N:25]3[C:29]([C:30]4[C:35]([O:36][CH3:37])=[CH:34][CH:33]=[CH:32][C:31]=4[O:38][CH3:39])=[CH:28][C:27]([C:40](Cl)=[O:41])=[N:26]3)[CH:21]=[CH:22][CH:23]=2)[CH:18]=[CH:17][N:16]=1>N1C=CC=CC=1.ClCCl>[CH:15]1[C:24]2[C:19](=[C:20]([N:25]3[C:29]([C:30]4[C:31]([O:38][CH3:39])=[CH:32][CH:33]=[CH:34][C:35]=4[O:36][CH3:37])=[CH:28][C:27]([C:40]([NH:1][C:2]4([C:12]([OH:14])=[O:13])[CH:9]5[CH2:8][CH:7]6[CH2:6][CH:5]([CH2:4][CH:3]4[CH2:11]6)[CH2:10]5)=[O:41])=[N:26]3)[CH:21]=[CH:22][CH:23]=2)[CH:18]=[CH:17][N:16]=1. Procedure details: 0.75 g of 2-amino-2-adamantanecarboxylic acid is dissolved in 20 ml of pyridine. 1.4 g of 1-(5-isoquinolyl)-5-(2,6-dimethoxyphenyl)-3-pyrazolecarbonyl chloride, dissolved in 20 ml of dichloromethane, are added and the reaction mixture is left overnight at room temperature. It is concentrated under vacuum, the residue is taken up with pH 2 buffer, the mixture is stirred and the precipitate is filtered off and rinsed with diisopropyl ether. The product is [Br-], CCCCCCCCCCCCCCCCCC[n+]1c(C)cc(C)n1Cc1ccccc1. Starting materials: BrCc1ccccc1, CCCCCCCCCCCCCCCCCCn1nc(C)cc1C. RXN SMILES: [Br:26][CH2:27][c:28]1[cH:29][cH:30][cH:31][cH:32][cH:33]1.[CH3:1][c:2]1[n:3][n:4]([CH2:8][CH2:9][CH2:10][CH2:11][CH2:12][CH2:13][CH2:14][CH2:15][CH2:16][CH2:17][CH2:18][CH2:19][CH2:20][CH2:21][CH2:22][CH2:23][CH2:24][CH3:25])[c:5]([CH3:7])[cH:6]1>>[Br-:26].[CH3:1][c:2]1[n:3]([CH2:27][c:28]2[cH:29][cH:30][cH:31][cH:32][cH:33]2)[n+:4]([CH2:8][CH2:9][CH2:10][CH2:11][CH2:12][CH2:13][CH2:14][CH2:15][CH2:16][CH2:17][CH2:18][CH2:19][CH2:20][CH2:21][CH2:22][CH2:23][CH2:24][CH3:25])[c:5]([CH3:7])[cH:6]1. Starting materials: CC(C)(C)OC(=O)N1CC(O)CC1C(=O)O, C1CCOC1, C[Si](C)(C)Cl. Product: CC(C)(C)OC(=O)N1CC(O)CC1CO. Reaction SMILES: [C:6]([CH3:7])([CH3:8])([CH3:9])[O:10][C:11](=[O:12])[N:13]1[CH:14]([C:19](=[O:20])[OH:21])[CH2:15][CH:16]([OH:18])[CH2:17]1.[CH2:22]1[O:23][CH2:24][CH2:25][CH2:26]1.[CH3:1][Si:2]([Cl:3])([CH3:4])[CH3:5]>>[C:6]([CH3:7])([CH3:8])([CH3:9])[O:10][C:11](=[O:12])[N:13]1[CH:14]([CH2:19][OH:20])[CH2:15][CH:16]([OH:18])[CH2:17]1. Reactants: [OH-].[K+] (potassium hydroxide), ICCCC (iodobutane), CN(C1=C2C=CNC2=CC(=C1)C(=O)OC)S(=O)(=O)C (methyl 4-[methyl(methylsulfonyl)amino]-1H-indole-6-carboxylate). The solvent is CN(C)C=O (DMF). Run at temperature 70 celsius, time 72 hour. Product: C(CCC)N1C=CC2=C(C=C(C=C12)C(=O)O)N(S(=O)(=O)C)C (1-Butyl-4-[methyl(methylsulfonyl)amino]-1H-indole-6-carboxylic acid). RXN SMILES: [CH3:1][N:2]([S:16]([CH3:19])(=[O:18])=[O:17])[C:3]1[CH:11]=[C:10]([C:12]([O:14]C)=[O:13])[CH:9]=[C:8]2[C:4]=1[CH:5]=[CH:6][NH:7]2.[OH-].[K+].I[CH2:23][CH2:24][CH2:25][CH3:26]>CN(C=O)C>[CH2:23]([N:7]1[C:8]2[C:4](=[C:3]([N:2]([CH3:1])[S:16]([CH3:19])(=[O:18])=[O:17])[CH:11]=[C:10]([C:12]([OH:14])=[O:13])[CH:9]=2)[CH:5]=[CH:6]1)[CH2:24][CH2:25][CH3:26] |f:1.2|. Procedure details: To a mixture of methyl 4-[methyl(methylsulfonyl)amino]-1H-indole-6-carboxylate (0.437 g) in DMF (15 mL) was added potassium hydroxide (0.087 g) and iodobutane (0.34 mL). The mixture was heated to 70° C. for 6 h. then stirred at room temperature for 72 h. The mixture was partitioned between water and ethyl acetate, the layers were separated and the organic layer washed three times with water. The organic layer was dried over anhydrous sodium sulfate, filtered and concentrated. The residue was dis... Starting materials: NC1=CC2=C(N=CN2)C=C1 (5-aminobenzimidazole), N1CCCCC1 (piperidine), FC1=CC=C(C=O)C=C1 (4-fluoro-benzaldehyde), SCC(=O)O (mercapto acetic acid). Product: N1C=NC2=C1C=C(C=C2)N2C(SCC2=O)C2=CC=C(C=C2)F (3-(1H-benzo[d]imidazol-6-yl)-2-(4-fluorophenyl)thiazolidin-4-one). RXN SMILES: [NH2:1][C:2]1[CH:10]=[CH:9][C:5]2[N:6]=[CH:7][NH:8][C:4]=2[CH:3]=1.[F:11][C:12]1[CH:19]=[CH:18][C:15]([CH:16]=O)=[CH:14][CH:13]=1.[SH:20][CH2:21][C:22](O)=[O:23].N1CCCCC1>>[NH:8]1[C:4]2[CH:3]=[C:2]([N:1]3[C:22](=[O:23])[CH2:21][S:20][CH:16]3[C:15]3[CH:18]=[CH:19][C:12]([F:11])=[CH:13][CH:14]=3)[CH:10]=[CH:9][C:5]=2[N:6]=[CH:7]1. Procedure details: The compound was synthesized starting from 5-aminobenzimidazole (0.133 g, 1.0 mmol), 4-fluoro-benzaldehyde (0.108 mL, 1.0 mmol), mercapto acetic acid (0.138 g, 1.5 mmol), piperidine, according to method 9 step A. yield: 69 mg (22%), MS m/z: 314.3 (M+H)+, HPLC [A]): rt 5.86 min (97%) The reactants are C(C)(C)(C)OC(=O)N1CCN(CC1)[C@@H]1[C@@H](CN(CC1)C(C1=CC(=CC(=C1)C(F)(F)F)C(F)(F)F)=O)C1=CC=CC=C1 ((3R,4S)-4-[1-(3,5-bis-trifluoromethyl-benzoyl)-3-phenyl-piperidin-4-yl]-piperazine-1-carboxylic acid tert-butyl ester), C(C)OC1(CC1)O[Si](C)(C)C ([(1-ethoxycyclopropyl)-oxy]trimethylsilane). Solvent: C(Cl)(Cl)Cl (chloroform). Yields the product FC(C=1C=C(C=C(C1)C(F)(F)F)C(=O)N1CC(C(CC1)N1CCN(CC1)C1CC1)C1=CC=CC=C1)(F)F ((−)-(3,5-Bis-trifluoromethyl-phenyl)-[4-(4-cyclopropyl-piperazin-1-yl)-3-phenyl-piperidin-1-yl]-methanone). As a reaction SMILES: C(O[C:6]([N:8]1[CH2:13][CH2:12][N:11]([C@H:14]2[CH2:19][CH2:18][N:17]([C:20](=[O:35])[C:21]3[CH:26]=[C:25]([C:27]([F:30])([F:29])[F:28])[CH:24]=[C:23]([C:31]([F:34])([F:33])[F:32])[CH:22]=3)[CH2:16][C@H:15]2[C:36]2[CH:41]=[CH:40][CH:39]=[CH:38][CH:37]=2)[CH2:10][CH2:9]1)=O)(C)(C)C.[CH2:42](OC1(O[Si](C)(C)C)CC1)[CH3:43]>C(Cl)(Cl)Cl>[F:32][C:31]([F:33])([F:34])[C:23]1[CH:22]=[C:21]([C:20]([N:17]2[CH2:18][CH2:19][CH:14]([N:11]3[CH2:12][CH2:13][N:8]([CH:6]4[CH2:43][CH2:42]4)[CH2:9][CH2:10]3)[CH:15]([C:36]3[CH:41]=[CH:40][CH:39]=[CH:38][CH:37]=3)[CH2:16]2)=[O:35])[CH:26]=[C:25]([C:27]([F:30])([F:28])[F:29])[CH:24]=1. Reported procedure: The title compound, MS: m/e=526.2 (M+H+), [α]58920=−6.17, [α]43620=−23.81, [α]36520=−74.09 (c=0.1134, chloroform), was prepared in accordance with the general method of example 114 (step1) and example 110 (step 2) from (3S,4R) or (3R,4S)-4-[1-(3,5-bis-trifluoromethyl-benzoyl)-3-phenyl-piperidin-4-yl]-piperazine-1-carboxylic acid tert-butyl ester and [(1-ethoxycyclopropyl)-oxy]trimethylsilane.